From a dataset of the Open Reaction Database (ORD), a public repository of structured organic reaction records. describe an organic reaction: reactants, conditions, products, and yield The reactants are Cl (HCl), S(O)(O)(=O)=O (sulfuric acid), CC1(CCC(CC1)(O)C=1C=CC(NC1)=O)C (5-(4,4-dimethyl-1-hydroxycyclohexyl)-2(1H)-pyridinone), [C-]#N.[K+] (potassium cyanide), FC(C(=O)O)(F)F (trifluoroacetic acid). Run in C(C)OCC (diethyl ether), CO (methanol). Reaction conditions: time 17 hour. The product is Cl.O=C1C=CC(=CN1)C1(CCC(CC1)(C)C)NC=O (N-[1-(1,6-Dihydro-6-oxo-3-pyridinyl)-4,4-dimethylcyclohexyl]formamide hydrochloride). As a reaction SMILES: S(=O)(=O)(O)O.[CH3:6][C:7]1([CH3:21])[CH2:12][CH2:11][C:10]([C:14]2[CH:15]=[CH:16][C:17](=[O:20])[NH:18][CH:19]=2)(O)[CH2:9][CH2:8]1.[C-]#[N:23].[K+].[ClH:25].FC(F)(F)[C:28]([OH:30])=O>CO.C(OCC)C>[ClH:25].[O:20]=[C:17]1[NH:18][CH:19]=[C:14]([C:10]2([NH:23][CH:28]=[O:30])[CH2:11][CH2:12][C:7]([CH3:21])([CH3:6])[CH2:8][CH2:9]2)[CH:15]=[CH:16]1 |f:2.3,8.9|. Reported procedure: Concentrated sulfuric acid (54 ml) was added dropwise over 45 minutes to a suspension of 5-(4,4-dimethyl-1-hydroxycyclohexyl)-2(1H)-pyridinone (15 g) and potassium cyanide (13.2 g) in 272 ml of trifluoroacetic acid at 0° C. The resulting suspension was stirred at room temperature for 17 hours and then cooled to 0° C., and diethyl ether was added slowly. The solvent was decanted, and the solids were washed with diethyl ether. The product was then dissolved in methanol and neutralized with poly-4-... Reaction SMILES: [BH4-].[Na+].[F:3][C:4]1[CH:13]=[C:12]2[C:7]([CH2:8][CH:9]([CH2:15][C:16]([O:18][CH3:19])=[O:17])[CH2:10][C:11]2=[O:14])=[CH:6][CH:5]=1.Cl>CO>[F:3][C:4]1[CH:13]=[C:12]2[C:7](=[CH:6][CH:5]=1)[CH2:8][CH:9]([CH2:15][C:16]([O:18][CH3:19])=[O:17])[CH2:10][CH:11]2[OH:14] |f:0.1|. Yields the product FC=1C=C2C(CC(CC2=CC1)CC(=O)OC)O (methyl 6-fluoro-4-hydroxy-1,2,3,4-tetrahydro-2-naphthylacetate). Starting materials: [BH4-].[Na+] (sodium borohydride), FC1=CC=C2CC(CC(C2=C1)=O)CC(=O)OC (7-fluoro-3-(methoxycarbonylmethyl)-1-tetralone), Cl (hydrochloric acid). Reported procedure: To a mixture of 8 g. of sodium borohydride and 150 ml. of methanol, 23.5 g. of 7-fluoro-3-(methoxycarbonylmethyl)-1-tetralone are added. The mixture is diluted with 250 ml. of 2N hydrochloric acid after standing for four hours at 25° C; the aqueous mixture is then extracted with chloroform. The extracts are combined, washed with water to neutrality, dried over sodium sulfate, filtered, and evaporated to yield methyl 6-fluoro-4-hydroxy-1,2,3,4-tetrahydro-2-naphthylacetate. The latter compound is ... Run in CO (methanol). Reactants: BrC=1C=C2C(=NC1)N(C(=C2)C)S(=O)(=O)C2=CC=C(C=C2)Br (5-bromo-1-(4-bromophenylsulfonyl)-2-methyl-1H-pyrrolo[2,3-b]pyridine), O (Water), CCOC(=O)C (EtOAc), [OH-].[Na+] (NaOH). Run in C1CCOC1 (THF). Yields the product BrC=1C=C2C(=NC1)NC(=C2)C (5-bromo-2-methyl-1H-pyrrolo[2,3-b]pyridine). Isolated yield 50.2%. Reaction SMILES: [Br:1][C:2]1[CH:3]=[C:4]2[CH:10]=[C:9]([CH3:11])[N:8](S(C3C=CC(Br)=CC=3)(=O)=O)[C:5]2=[N:6][CH:7]=1.[OH-].[Na+].O.CCOC(C)=O>C1COCC1>[Br:1][C:2]1[CH:3]=[C:4]2[CH:10]=[C:9]([CH3:11])[NH:8][C:5]2=[N:6][CH:7]=1 |f:1.2|. Reported procedure: To a suspension of 5-bromo-1-(4-bromophenylsulfonyl)-2-methyl-1H-pyrrolo[2,3-b]pyridine (B-7-5) (4 g, 11.4 mmol) in THF (20 mL) was added aq. NaOH (20 mL) at room temperature. The mixture was heated to reflux overnight. LC-MS showed the reaction was complete. Water (100 mL) and EtOAc (50 mL×3) were added into the mixture. The organic layer was separated, dried over anhydrous Na2SO4 and concentrated to give crude mixture which was purified via prep. HPLC to afford 5-bromo-2-methyl-1H-pyrrolo[2,3-... Reactants: O=C(O)c1ccc(N2CC(F)(F)C2)c(OCC2CC2)n1, Cl, CN(C)C(=O)C(N)CC1CC1. Yields the product CN(C)C(=O)C(CC1CC1)NC(=O)c1ccc(N2CC(F)(F)C2)c(OCC2CC2)n1. RXN SMILES: [CH:1]1([CH2:4][O:5][c:6]2[c:7]([N:15]3[CH2:16][C:17]([F:19])([F:20])[CH2:18]3)[cH:8][cH:9][c:10]([C:12](=[O:13])[OH:14])[n:11]2)[CH2:2][CH2:3]1.[ClH:21].[NH2:22][CH:23]([C:24](=[O:25])[N:26]([CH3:27])[CH3:28])[CH2:29][CH:30]1[CH2:31][CH2:32]1>>[CH:1]1([CH2:4][O:5][c:6]2[c:7]([N:15]3[CH2:16][C:17]([F:19])([F:20])[CH2:18]3)[cH:8][cH:9][c:10]([C:12](=[O:14])[NH:22][CH:23]([C:24](=[O:25])[N:26]([CH3:27])[CH3:28])[CH2:29][CH:30]3[CH2:31][CH2:32]3)[n:11]2)[CH2:2][CH2:3]1.